From a dataset of the Open Reaction Database (ORD), a public repository of structured organic reaction records. describe an organic reaction: reactants, conditions, products, and yield Reactants: CCCCCN(Cc1ccc(-c2ccccc2-c2nnnn2C(c2ccccc2)(c2ccccc2)c2ccccc2)cc1)C(=O)N(C)c1ccccc1C(F)(F)F, CC(=O)O, CO, ClCCl. Product: CCCCCN(Cc1ccc(-c2ccccc2-c2nnn[nH]2)cc1)C(=O)N(C)c1ccccc1C(F)(F)F. Reaction SMILES: [CH3:1][N:2]([C:3](=[O:4])[N:5]([CH2:6][c:7]1[cH:8][cH:9][c:10](-[c:13]2[c:14](-[c:19]3[n:20][n:21][n:22][n:23]3[C:24]([c:25]3[cH:26][cH:27][cH:28][cH:29][cH:30]3)([c:31]3[cH:32][cH:33][cH:34][cH:35][cH:36]3)[c:37]3[cH:38][cH:39][cH:40][cH:41][cH:42]3)[cH:15][cH:16][cH:17][cH:18]2)[cH:11][cH:12]1)[CH2:43][CH2:44][CH2:45][CH2:46][CH3:47])[c:48]1[c:49]([C:54]([F:55])([F:56])[F:57])[cH:50][cH:51][cH:52][cH:53]1.[CH3:58][C:59](=[O:60])[OH:61].[CH3:62][OH:63].[Cl:64][CH2:65][Cl:66]>>[CH3:1][N:2]([C:3](=[O:4])[N:5]([CH2:6][c:7]1[cH:8][cH:9][c:10](-[c:13]2[c:14](-[c:19]3[n:20][n:21][n:22][nH:23]3)[cH:15][cH:16][cH:17][cH:18]2)[cH:11][cH:12]1)[CH2:43][CH2:44][CH2:45][CH2:46][CH3:47])[c:48]1[c:49]([C:54]([F:55])([F:56])[F:57])[cH:50][cH:51][cH:52][cH:53]1. Starting materials: C(=O)[O-].[NH4+] (ammonium formate), [N+](=O)([O-])C1=C(N[C@H](CC(=O)OC)C2=CC=CC=C2)C=CC(=C1)[N+](=O)[O-] (methyl (3R)-3-(2,4-dinitroanilino)-3-phenylpropanoate). The reagents and catalysts are [Pd] (palladium on carbon). The solvent is C(C)O (ethanol), O (water). Conditions: time 2 hour. The product is NC1=C(N[C@H](CC(=O)OC)C2=CC=CC=C2)C=CC(=C1)[N+](=O)[O-] (Methyl (3R)-3-(2-amino-4-nitroanilino)-3-phenylpropanoate), Phase I. Reaction SMILES: [N+:1]([C:4]1[CH:22]=[C:21]([N+:23]([O-:25])=[O:24])[CH:20]=[CH:19][C:5]=1[NH:6][C@@H:7]([C:13]1[CH:18]=[CH:17][CH:16]=[CH:15][CH:14]=1)[CH2:8][C:9]([O:11][CH3:12])=[O:10])([O-])=O.C([O-])=O.[NH4+]>C(O)C.O.[Pd]>[NH2:1][C:4]1[CH:22]=[C:21]([N+:23]([O-:25])=[O:24])[CH:20]=[CH:19][C:5]=1[NH:6][C@@H:7]([C:13]1[CH:18]=[CH:17][CH:16]=[CH:15][CH:14]=1)[CH2:8][C:9]([O:11][CH3:12])=[O:10] |f:1.2|. Procedure: To a solution of methyl (3R)-3-(2,4-dinitroanilino)-3-phenylpropanoate (3.14 g, 9.1 mmol) in a mixture of ethanol (100 mL) and water (10 mL) was added ammonium formate (2.3 g, 36 mmol) and palladium on carbon (300 mg, 10% w/w Pd). The mixture was stirred at room temperature for 2 hours, then filtered through a pad of Celite®, evaporated in vacuo. The residue was purified by flash column chromatography on silica gel, eluting with a mixture of dichloromethane and methanol (95:5), to afford the tit...